The task is: describe an organic reaction: reactants, conditions, products, and yield. This data is from the Open Reaction Database (ORD), a public repository of structured organic reaction records. The reactants are ClCCl, CCCCCCN=C=O, NC(CO)c1ccccc1. Product: CCCCCCNC(=O)NC(CO)c1ccccc1. As a reaction SMILES: [CH2:20]([Cl:21])[Cl:22].[CH3:11][CH2:12][CH2:13][CH2:14][CH2:15][CH2:16][N:17]=[C:18]=[O:19].[NH2:1][CH:2]([CH2:3][OH:4])[c:5]1[cH:6][cH:7][cH:8][cH:9][cH:10]1>>[NH:1]([CH:2]([CH2:3][OH:4])[c:5]1[cH:6][cH:7][cH:8][cH:9][cH:10]1)[C:18]([NH:17][CH2:16][CH2:15][CH2:14][CH2:13][CH2:12][CH3:11])=[O:19]. The reactants are CCNCC, ClCCl, O=C(O)c1cccc(S(=O)(=O)Cl)c1. The product is CCN(CC)S(=O)(=O)c1cccc(C(=O)O)c1. Reaction SMILES: [CH2:1]([CH3:2])[NH:3][CH2:4][CH3:5].[Cl:19][CH2:20][Cl:21].[Cl:6][S:7](=[O:8])(=[O:9])[c:10]1[cH:11][c:12]([C:13](=[O:14])[OH:15])[cH:16][cH:17][cH:18]1>>[CH2:1]([CH3:2])[N:3]([CH2:4][CH3:5])[S:7](=[O:8])(=[O:9])[c:10]1[cH:11][c:12]([C:13](=[O:14])[OH:15])[cH:16][cH:17][cH:18]1. Starting materials: ClC=1N=CC2=C(N(C(CC(N2C)=O)C)C2CCCC2)N1 ((rac)-2-chloro-9-cyclopentyl-5,8-dimethyl-5,7,8,9-tetrahydro-pyrimido[4,5-b][1,4]diazepin-6-one), NC1=C(C=C(C(=O)O)C=C1)OC (4-amino-3-methoxy-benzoic acid), C(C)O (ethanol). The reagents and catalysts are Cl (hydrochloric acid). Solvent: O (water). Yields the product C1(CCCC1)N1C2=C(N(C(CC1C)=O)C)C=NC(=N2)NC2=C(C=C(C(=O)O)C=C2)OC ((rac)-4-(9-cyclopentyl-5,8-dimethyl-6-oxo-6,7,8,9-tetrahydro-5H-pyrimido[4,5-b][1,4]diazepin-2-yl amino)-3-methoxy-benzoic acid). The yield is 72.9%. RXN SMILES: Cl[C:2]1[N:3]=[CH:4][C:5]2[N:11]([CH3:12])[C:10](=[O:13])[CH2:9][CH:8]([CH3:14])[N:7]([CH:15]3[CH2:19][CH2:18][CH2:17][CH2:16]3)[C:6]=2[N:20]=1.[NH2:21][C:22]1[CH:30]=[CH:29][C:25]([C:26]([OH:28])=[O:27])=[CH:24][C:23]=1[O:31][CH3:32].C(O)C>Cl.O>[CH:15]1([N:7]2[CH:8]([CH3:14])[CH2:9][C:10](=[O:13])[N:11]([CH3:12])[C:5]3[CH:4]=[N:3][C:2]([NH:21][C:22]4[CH:30]=[CH:29][C:25]([C:26]([OH:28])=[O:27])=[CH:24][C:23]=4[O:31][CH3:32])=[N:20][C:6]2=3)[CH2:19][CH2:18][CH2:17][CH2:16]1. Procedure: A mixture of 0.059 g (0.0002 mole) of (rac)-2-chloro-9-cyclopentyl-5,8-dimethyl-5,7,8,9-tetrahydro-pyrimido[4,5-b][1,4]diazepin-6-one (VII-3), 0.033 g (0.0002 mole) of 4-amino-3-methoxy-benzoic acid, 0.5 mL of ethanol, 2 mL of water, and 2 drops of hydrochloric acid was heated to 100 degrees overnight. Upon cooling, a precipitate formed which was collected by filtration to give 0.062 g of (rac)-4-(9-cyclopentyl-5,8-dimethyl-6-oxo-6,7,8,9-tetrahydro-5H-pyrimido[4,5-b][1,4]diazepin-2-yl amino)-3-m... Reactants: C1(CCCCC1)N (cyclohexylamine), SC=1SCCN1 (2-mercaptothiazoline), Cl[O-].[Na+] (sodium hypochlorite), [OH-].[Na+] (sodium hydroxide). Solvent: O (water). The product is C1(CCCCC1)NSC=1SCCN1 (N-Cyclohexyl-2-thiazolinylsulfenamide). Isolated yield 86.7%. Reaction SMILES: [CH:1]1([NH2:7])[CH2:6][CH2:5][CH2:4][CH2:3][CH2:2]1.[OH-].[Na+].[SH:10][C:11]1[S:12][CH2:13][CH2:14][N:15]=1.Cl[O-].[Na+]>O>[CH:1]1([NH:7][S:10][C:11]2[S:12][CH2:13][CH2:14][N:15]=2)[CH2:6][CH2:5][CH2:4][CH2:3][CH2:2]1 |f:1.2,4.5|. Reported procedure: A mixture of 12.3 g (124 mmole) of cyclohexylamine and 30 ml of water was thoroughly stirred in an ice bath, and 30 ml of a 1N sodium hydroxide aqueous solution having dissolved therein 3.57 g (30 mmole) of 2-mercaptothiazoline and 22.3 ml (30 mmole) of a 10% sodium hypochlorite aqueous solution were simultaneously added thereto dropwise. After allowing the mixture to react at room temperature for 1 hour, the reaction mixture was filtered with suction. The resulting solid was washed with water a... Reactants: OCCC1=CCc2ccccc21, CC(=O)CCNC=O, c1ccccc1. The product is CC1(CCNC=O)OCCC2=C1Cc1ccccc12. RXN SMILES: [CH2:1]1[CH:2]=[C:3]([CH2:10][CH2:11][OH:12])[c:4]2[cH:5][cH:6][cH:7][cH:8][c:9]21.[CH:13](=[O:14])[NH:15][CH2:16][CH2:17][C:18]([CH3:19])=[O:20].[cH:21]1[cH:22][cH:23][cH:24][cH:25][cH:26]1>>[CH2:1]1[C:2]2=[C:3]([c:4]3[cH:5][cH:6][cH:7][cH:8][c:9]31)[CH2:10][CH2:11][O:12][C:18]2([CH2:17][CH2:16][NH:15][CH:13]=[O:14])[CH3:19]. Reactants: C(C)[C@H](C(=O)OCC)[C@H](C)O ((2S,3S)-Ethyl 2 ethyl-3-hydroxybutyrate), N (ammonia). The solvent is C(C)O (ethanol). The product is C(C)[C@H](C(=O)N)[C@H](C)O ((2S,3S)-2 ethyl-3-hydroxybutyramide). The yield is 85.5%. RXN SMILES: [CH2:1]([C@@H:3]([C@@H:9]([OH:11])[CH3:10])[C:4](OCC)=[O:5])[CH3:2].[NH3:12]>C(O)C>[CH2:1]([C@@H:3]([C@@H:9]([OH:11])[CH3:10])[C:4]([NH2:12])=[O:5])[CH3:2]. Procedure: (2S,3S)-Ethyl 2 ethyl-3-hydroxybutyrate (1 gram) was dissolved in 5 ml of absolute ethanol, followed by the addition of 0.5 gram of gaseous ammonia. The solution was kept in a stoppered flask, and the progress of the reaction was followed by thin layer chromatography. After the reaction was judged complete, the ethanol was evaporated and the resulting residue redissolved in ethyl acetate. Ammonia was removed by extraction with 1% HCl, and the ethyl acetate solution was dried over MgSO4, filtered... Starting materials: ClC=1SC(=C(N1)C)C1=CC(=NC=C1)C(C(F)(F)F)(C)C (2-chloro-4-methyl-5-(2-(1,1,1-trifluoro-2-methylpropan-2-yl)pyridin-4-yl)thiazole), C(CCC)[Sn](C(=C)OCC)(CCCC)CCCC (tributyl(1-ethoxyvinyl)stannane), Cl (HCl), [OH-].[Na+] (NaOH), [F-].[K+] (KF). The reagents and catalysts are Cl[Pd]([P](C1=CC=CC=C1)(C2=CC=CC=C2)C3=CC=CC=C3)([P](C4=CC=CC=C4)(C5=CC=CC=C5)C6=CC=CC=C6)Cl (Pd(PPh3)2Cl2). Run in O1CCOCC1 (dioxane), C1CCOC1 (THF), CCOC(=O)C (EtOAc). Reaction conditions: time 1 hour. The product is CC=1N=C(SC1C1=CC(=NC=C1)C(C(F)(F)F)(C)C)C(C)=O (1-(4-methyl-5-(2-(1,1,1-trifluoro-2-methylpropan-2-yl)pyridin-4-yl)thiazol-2-yl)ethanone). Yield: 48.8%. Reaction SMILES: Cl[C:2]1[S:3][C:4]([C:8]2[CH:13]=[CH:12][N:11]=[C:10]([C:14]([CH3:20])([CH3:19])[C:15]([F:18])([F:17])[F:16])[CH:9]=2)=[C:5]([CH3:7])[N:6]=1.C([Sn](CCCC)(CCCC)[C:26]([O:28]CC)=[CH2:27])CCC.[F-].[K+].Cl.[OH-].[Na+]>O1CCOCC1.CCOC(C)=O.C1COCC1.Cl[Pd](Cl)([P](C1C=CC=CC=1)(C1C=CC=CC=1)C1C=CC=CC=1)[P](C1C=CC=CC=1)(C1C=CC=CC=1)C1C=CC=CC=1>[CH3:7][C:5]1[N:6]=[C:2]([C:26](=[O:28])[CH3:27])[S:3][C:4]=1[C:8]1[CH:13]=[CH:12][N:11]=[C:10]([C:14]([CH3:20])([CH3:19])[C:15]([F:18])([F:17])[F:16])[CH:9]=1 |f:2.3,5.6,^1:63,82|. Procedure: To a solution of 2-chloro-4-methyl-5-(2-(1,1,1-trifluoro-2-methylpropan-2-yl)pyridin-4-yl)thiazole (3.3 g, 10.3 mmol) and Pd(PPh3)2Cl2 (0.72 g, 1.03 mmol) in 50 mL dioxane under nitrogen, tributyl(1-ethoxyvinyl)stannane (3.82 ml, 11.32 mmol) was added. The mixture was heated to 100 C for 16 h. The reaction was cooled to r.t. and diluted with 25 mL EtOAc. 2M KF (15.4 ml) solution was added and stirred for 1 h. Copious precipitate formed. The reaction was filtered through Celite and chased with Et...